Task: describe an organic reaction: reactants, conditions, products, and yield. Dataset: the Open Reaction Database (ORD), a public repository of structured organic reaction records Starting materials: FC1=CC=C(C=C1)C(C(=O)O)C1=CC=C(C=C1)F (bis(4-fluorophenyl)acetic acid), NCCCN1CCC(CC1)C=1C=C(C=CC1OC)NC(C(C)C)=O (N-{3-[1-(3-aminopropyl)-4-piperidinyl]-4-methoxyphenyl}-2-methylpropanamide). The product is FC1=CC=C(C=C1)C(C(=O)NCCCN1CCC(CC1)C=1C=C(C=CC1OC)NC(C(C)C)=O)C1=CC=C(C=C1)F (N-{3-[1-(3-{[BIS(4-FLUOROPHENYL)ACETYL]AMINO}PROPYL)-4-PIPERIDINYL]-4-METHOXYPHENYL}-2-METHYLPROPANAMIDE). As a reaction SMILES: [F:1][C:2]1[CH:7]=[CH:6][C:5]([CH:8]([C:12]2[CH:17]=[CH:16][C:15]([F:18])=[CH:14][CH:13]=2)[C:9]([OH:11])=O)=[CH:4][CH:3]=1.[NH2:19][CH2:20][CH2:21][CH2:22][N:23]1[CH2:28][CH2:27][CH:26]([C:29]2[CH:30]=[C:31]([NH:37][C:38](=[O:42])[CH:39]([CH3:41])[CH3:40])[CH:32]=[CH:33][C:34]=2[O:35][CH3:36])[CH2:25][CH2:24]1>>[F:18][C:15]1[CH:16]=[CH:17][C:12]([CH:8]([C:5]2[CH:4]=[CH:3][C:2]([F:1])=[CH:7][CH:6]=2)[C:9]([NH:19][CH2:20][CH2:21][CH2:22][N:23]2[CH2:28][CH2:27][CH:26]([C:29]3[CH:30]=[C:31]([NH:37][C:38](=[O:42])[CH:39]([CH3:40])[CH3:41])[CH:32]=[CH:33][C:34]=3[O:35][CH3:36])[CH2:25][CH2:24]2)=[O:11])=[CH:13][CH:14]=1. Procedure details: Example 23 was prepared from bis(4-fluorophenyl)acetic acid and N-{3-[1-(3-aminopropyl)-4-piperidinyl]-4-methoxyphenyl}-2-methylpropanamide according to the procedures described in Scheme 9: ESMS m/e: 564.4 (M+H)+. RXN SMILES: Cl[CH2:2][C:3]1[CH:8]=[CH:7][C:6]([C:9]2([C:12]([O:14][CH3:15])=[O:13])[CH2:11][CH2:10]2)=[CH:5][CH:4]=1.Cl.Cl.[F:18][C:19]1[CH:24]=[C:23]([F:25])[CH:22]=[CH:21][C:20]=1[N:26]1[CH2:31][CH2:30][NH:29][CH2:28][CH2:27]1>>[F:18][C:19]1[CH:24]=[C:23]([F:25])[CH:22]=[CH:21][C:20]=1[N:26]1[CH2:27][CH2:28][N:29]([CH2:2][C:3]2[CH:8]=[CH:7][C:6]([C:9]3([C:12]([O:14][CH3:15])=[O:13])[CH2:11][CH2:10]3)=[CH:5][CH:4]=2)[CH2:30][CH2:31]1 |f:1.2.3|. Procedure details: By similar reaction and treatment to that in Example 1(5) using methyl 1-(4-chloromethylphenyl)cyclopropanecarboxylate obtained in Example 75(2) instead of N-(4-chloromethylphenylmethyl)acetamide and 1-(2,4-difluorophenyl)piperazine dihydrochloride instead of phenylpiperazine, the title compound was obtained as an orange oil. Product: FC1=C(C=CC(=C1)F)N1CCN(CC1)CC1=CC=C(C=C1)C1(CC1)C(=O)OC (Methyl 1-(4-((4-(2,4-difluorophenyl)piperazin-1-yl)methyl)phenyl)cyclopropanecarboxylate). Reactants: ClCC1=CC=C(C=C1)C1(CC1)C(=O)OC (methyl 1-(4-chloromethylphenyl)cyclopropanecarboxylate), Cl.Cl.FC1=C(C=CC(=C1)F)N1CCNCC1 (1-(2,4-difluorophenyl)piperazine dihydrochloride). Starting materials: C#CC(O[Si](C)(C)C(C)(C)C)C1CCCCC1, [Li]CCCC, CC[Al+]CC, CCN(CC)CC1=CC(O[Si](C)(C)C(C)(C)C)CC1=O, Cc1ccccc1, CCCCCC, [Cl-]. Product: C=C1C(=O)CC(O[Si](C)(C)C(C)(C)C)C1C#CC(O[Si](C)(C)C(C)(C)C)C1CCCCC1. As a reaction SMILES: [C:1]([CH3:2])([CH3:3])([CH3:4])[Si:5]([O:6][CH:7]([C:8]#[CH:9])[CH:10]1[CH2:11][CH2:12][CH2:13][CH2:14][CH2:15]1)([CH3:16])[CH3:17].[CH2:18]([Li:19])[CH2:20][CH2:21][CH3:22].[CH2:24]([Al+:25][CH2:26][CH3:27])[CH3:28].[CH2:29]([N:30]([CH2:31][CH3:32])[CH2:34][C:35]1=[CH:39][CH:38]([O:40][Si:41]([CH3:42])([CH3:43])[C:44]([CH3:45])([CH3:46])[CH3:47])[CH2:37][C:36]1=[O:48])[CH3:33].[CH3:49][c:50]1[cH:51][cH:52][cH:53][cH:54][cH:55]1.[CH3:56][CH2:57][CH2:58][CH2:59][CH2:60][CH3:61].[Cl-:23]>>[C:1]([CH3:2])([CH3:3])([CH3:4])[Si:5]([O:6][CH:7]([C:8]#[C:9][CH:39]1[C:35](=[CH2:34])[C:36](=[O:48])[CH2:37][CH:38]1[O:40][Si:41]([CH3:42])([CH3:43])[C:44]([CH3:45])([CH3:46])[CH3:47])[CH:10]1[CH2:11][CH2:12][CH2:13][CH2:14][CH2:15]1)([CH3:16])[CH3:17]. Product: COc1ccc(C2=C(c3ccc(OCc4cn5cc(Cl)ccc5n4)cc3)C(=O)C(C)(C)O2)cc1. RXN SMILES: [C:24](=[O:25])([O-:26])[O-:27].[Cl:35][c:36]1[cH:37][cH:38][c:39]2[n:40]([cH:41]1)[cH:42][c:43]([CH2:45][Cl:46])[n:44]2.[Cs+:28].[Cs+:29].[O:30]=[CH:31][N:32]([CH3:33])[CH3:34].[OH2:47].[OH:1][c:2]1[cH:3][cH:4][c:5]([C:8]2=[C:12]([c:13]3[cH:14][cH:15][c:16]([O:19][CH3:20])[cH:17][cH:18]3)[O:11][C:10]([CH3:21])([CH3:22])[C:9]2=[O:23])[cH:6][cH:7]1>>[O:1]([c:2]1[cH:3][cH:4][c:5]([C:8]2=[C:12]([c:13]3[cH:14][cH:15][c:16]([O:19][CH3:20])[cH:17][cH:18]3)[O:11][C:10]([CH3:21])([CH3:22])[C:9]2=[O:23])[cH:6][cH:7]1)[CH2:45][c:43]1[cH:42][n:40]2[c:39]([cH:38][cH:37][c:36]([Cl:35])[cH:41]2)[n:44]1. Reactants: O=C([O-])[O-], ClCc1cn2cc(Cl)ccc2n1, [Cs+], [Cs+], CN(C)C=O, O, COc1ccc(C2=C(c3ccc(O)cc3)C(=O)C(C)(C)O2)cc1. Starting materials: O=c1c2cc(F)c(N3CCCC3)nc2n(-c2ccccc2F)c(=O)n1OCc1ccccc1, C1CCOC1. Yields the product O=c1c2cc(F)c(N3CCCC3)nc2n(-c2ccccc2F)c(=O)n1O. As a reaction SMILES: [CH2:1]([c:2]1[cH:3][cH:4][cH:5][cH:6][cH:7]1)[O:8][n:9]1[c:10](=[O:33])[n:11](-[c:26]2[c:27]([F:32])[cH:28][cH:29][cH:30][cH:31]2)[c:12]2[c:13]([c:14]1=[O:15])[cH:16][c:17]([F:25])[c:18]([N:20]1[CH2:21][CH2:22][CH2:23][CH2:24]1)[n:19]2.[CH2:34]1[O:35][CH2:36][CH2:37][CH2:38]1>>[OH:8][n:9]1[c:10](=[O:33])[n:11](-[c:26]2[c:27]([F:32])[cH:28][cH:29][cH:30][cH:31]2)[c:12]2[c:13]([c:14]1=[O:15])[cH:16][c:17]([F:25])[c:18]([N:20]1[CH2:21][CH2:22][CH2:23][CH2:24]1)[n:19]2. Reported procedure: The title compound was prepared from 2-chloro-4-(4-trifluoromethyl-phenyl)-6-trifluoromethyl-pyrimidine (example A.2) (0.33 g, 1.0 mmol) and commercially available 4-pyridineboronic acid (0.184 g, 1.5 mmol) according to the general procedure IVb. Obtained as a light red solid (0.034 g, 9%). MS (ISP) 370.0 [(M+H)+]; mp 153.5° C. Reactants: ClC1=NC(=CC(=N1)C1=CC=C(C=C1)C(F)(F)F)C(F)(F)F (2-chloro-4-(4-trifluoromethyl-phenyl)-6-trifluoromethyl-pyrimidine), N1=CC=C(C=C1)B(O)O (4-pyridineboronic acid). RXN SMILES: Cl[C:2]1[N:7]=[C:6]([C:8]2[CH:13]=[CH:12][C:11]([C:14]([F:17])([F:16])[F:15])=[CH:10][CH:9]=2)[CH:5]=[C:4]([C:18]([F:21])([F:20])[F:19])[N:3]=1.[N:22]1[CH:27]=[CH:26][C:25](B(O)O)=[CH:24][CH:23]=1>>[N:22]1[CH:27]=[CH:26][C:25]([C:2]2[N:3]=[C:4]([C:18]([F:21])([F:20])[F:19])[CH:5]=[C:6]([C:8]3[CH:13]=[CH:12][C:11]([C:14]([F:17])([F:16])[F:15])=[CH:10][CH:9]=3)[N:7]=2)=[CH:24][CH:23]=1. The product is N1=CC=C(C=C1)C1=NC(=CC(=N1)C(F)(F)F)C1=CC=C(C=C1)C(F)(F)F (2-Pyridin-4-yl-4-trifluoromethyl-6-(4-trifluoromethyl-phenyl)-pyrimidine), solid. Yield: 9.0%.